This data is from the Open Reaction Database (ORD), a public repository of structured organic reaction records. The task is: describe an organic reaction: reactants, conditions, products, and yield Starting materials: [Cl-].[Al+3].[Cl-].[Cl-] (aluminum chloride), S(O)(O)(=O)=O (sulfuric acid), ClC1=C(C=CC=C1)N=C(CC)C1=CC=CC=C1 (N-(2-chlorophenyl)-1-phenylpropaneimine), C1(=CC=CC=C1)C#CC(=O)OCC (ethyl phenylpropiolate), C1(=CC=CC=C1)C (toluene). Run at temperature 60 celsius, time 3 day. Product: 17.0, ClC1=C(C=CC=C1)N1C(=C(C(C=C1C1=CC=CC=C1)=O)C)C1=CC=CC=C1 (1-(2-chlorophenyl)-3-methyl-2,6-diphenyl-4(1H)-pyridinone). RXN SMILES: [Cl:1][C:2]1[CH:7]=[CH:6][CH:5]=[CH:4][C:3]=1[N:8]=[C:9]([C:12]1[CH:17]=[CH:16][CH:15]=[CH:14][CH:13]=1)[CH2:10]C.[C:18]1([C:24]#[C:25][C:26]([O:28]CC)=O)[CH:23]=[CH:22][CH:21]=[CH:20][CH:19]=1.[Cl-].[Al+3].[Cl-].[Cl-].S(=O)(=O)(O)O.[C:40]1(C)C=CC=CC=1>>[Cl:1][C:2]1[CH:7]=[CH:6][CH:5]=[CH:4][C:3]=1[N:8]1[C:9]([C:12]2[CH:13]=[CH:14][CH:15]=[CH:16][CH:17]=2)=[CH:10][C:26](=[O:28])[C:25]([CH3:40])=[C:24]1[C:18]1[CH:19]=[CH:20][CH:21]=[CH:22][CH:23]=1 |f:2.3.4.5|. Reported procedure: Added to 700 ml of toluene were 73.1 g (0.30 mole) of N-(2-chlorophenyl)-1-phenylpropaneimine, 34.8 g (0.20 mole) of ethyl phenylpropiolate and 40.0 g (0.30 mole) of aluminum chloride. The reaction mixture was then heated with stirring at 60° C. for 3 days. After cooling, the reaction mixture was poured into 1000 ml of 2N sulfuric acid, followed by extraction withchloroform. After washing the organic layer with water, the organic layer was dried over anhydrous magnesium sulfate. The solvent was ... Reactants: [N+](=O)([O-])C1=C(C=CC=C1)C (2-nitrotoluene), S(O)(O)(=O)=O (sulphuric acid), [N+](=O)(O)[O-] (nitric acid). Run in C(Cl)Cl (methylene chloride). Reaction conditions: time 2 hour. Yields the product [N+](=O)([O-])C=1C(=C(C=CC1)C)[N+](=O)[O-] (dinitrotoluene), 2,4- and 2,6-dinitrotoluene. Yield: 99.0%. Reaction SMILES: [N+:1]([C:4]1[CH:9]=[CH:8][CH:7]=[CH:6][C:5]=1[CH3:10])([O-:3])=[O:2].[N+:11]([O-])([OH:13])=[O:12].S(=O)(=O)(O)O>C(Cl)Cl>[N+:11]([C:9]1[C:4]([N+:1]([O-:3])=[O:2])=[C:5]([CH3:10])[CH:6]=[CH:7][CH:8]=1)([O-:13])=[O:12]. Procedure: 68.6 g (0.5 mol) of 2-nitrotoluene were dissolved in 80 ml of methylene chloride and 38.6 g (0.6 mol) of 98% by weight nitric acid, followed by the addition under reflux with stirring over a period of 1 hour at boiling temperature of 40 g of 100% by weight sulphuric acid. After stirring for 2 hours under reflux, the methylene chloride phase was separated off without cooling and washed three times while still hot with 3 × 200 ml of water. After the washing water had been carefully separated off, ... The reactants are CC(C(=O)NC1=CC(=CC=C1)C1CCN(CC1)CCCCC(=O)C1=CC=C(C=C1)[N+](=O)[O-])C (2-methyl-N-(3-{1-[5-(4-nitrophenyl)-5-oxopentyl]-4-piperidinyl}phenyl)propanamide), Cl.CC1=CC=C(C=C1)NN (4-methylphenylhydrazine hydrochloride). The product is CC(C(=O)NC1=CC(=CC=C1)C1CCN(CC1)CCCC1=C(NC2=CC=C(C=C12)C)C1=CC=C(C=C1)[N+](=O)[O-])C (2-METHYL-N-[3-(1-{3-[5-METHYL-2-(4-NITROPHENYL)-1H-INDOL-3-YL]PROPYL}-4-PIPERIDINYL)PHENYL]PROPANAMIDE). Reaction SMILES: [CH3:1][CH:2]([CH3:33])[C:3]([NH:5][C:6]1[CH:11]=[CH:10][CH:9]=[C:8]([CH:12]2[CH2:17][CH2:16][N:15]([CH2:18][CH2:19][CH2:20][CH2:21][C:22]([C:24]3[CH:29]=[CH:28][C:27]([N+:30]([O-:32])=[O:31])=[CH:26][CH:25]=3)=O)[CH2:14][CH2:13]2)[CH:7]=1)=[O:4].Cl.[CH3:35][C:36]1[CH:41]=[CH:40][C:39]([NH:42]N)=[CH:38][CH:37]=1>>[CH3:1][CH:2]([CH3:33])[C:3]([NH:5][C:6]1[CH:11]=[CH:10][CH:9]=[C:8]([CH:12]2[CH2:17][CH2:16][N:15]([CH2:18][CH2:19][CH2:20][C:21]3[C:40]4[C:39](=[CH:38][CH:37]=[C:36]([CH3:35])[CH:41]=4)[NH:42][C:22]=3[C:24]3[CH:29]=[CH:28][C:27]([N+:30]([O-:32])=[O:31])=[CH:26][CH:25]=3)[CH2:14][CH2:13]2)[CH:7]=1)=[O:4] |f:1.2|. Procedure: Prepared by Procedure E and Scheme M using 2-methyl-N-(3-{1-[5-(4-nitrophenyl)-5-oxopentyl]-4-piperidinyl}phenyl)propanamide and 4-methylphenylhydrazine hydrochloride: ESMS m/e: 539.1 (M+H)+. Reactants: CNC(CN1CCCC1)C(C)(C)C, O=C(Cl)c1ccc(Cl)c(Cl)c1, CN(C)C=O. Yields the product CN(C(=O)c1ccc(Cl)c(Cl)c1)C(CN1CCCC1)C(C)(C)C. Reaction SMILES: [CH3:1][NH:2][CH:3]([CH2:4][N:5]1[CH2:6][CH2:7][CH2:8][CH2:9]1)[C:10]([CH3:11])([CH3:12])[CH3:13].[Cl:14][c:15]1[cH:16][c:17]([C:18](=[O:19])[Cl:20])[cH:21][cH:22][c:23]1[Cl:24].[O:25]=[CH:26][N:27]([CH3:28])[CH3:29]>>[CH3:1][N:2]([CH:3]([CH2:4][N:5]1[CH2:6][CH2:7][CH2:8][CH2:9]1)[C:10]([CH3:11])([CH3:12])[CH3:13])[C:18]([c:17]1[cH:16][c:15]([Cl:14])[c:23]([Cl:24])[cH:22][cH:21]1)=[O:19]. Starting materials: CC(=O)O[BH-](OC(C)=O)OC(C)=O, CC(=O)O, Cc1ncc(C=O)cn1, CC1CNCC1c1nc2c(cnn2C2CCOCC2)c(=O)[nH]1, ClCCCl, Cl, [Na+]. Product: Cc1ncc(CN2CC(C)C(c3nc4c(cnn4C4CCOCC4)c(=O)[nH]3)C2)cn1. As a reaction SMILES: [C:37]([O:38][BH-:39]([O:40][C:41](=[O:42])[CH3:43])[O:44][C:45](=[O:46])[CH3:47])(=[O:48])[CH3:49].[CH3:24][C:25](=[O:26])[OH:27].[CH3:28][c:29]1[n:30][cH:31][c:32]([CH:35]=[O:36])[cH:33][n:34]1.[CH3:2][CH:3]1[CH:4]([c:8]2[nH:9][c:10](=[O:23])[c:11]3[c:12]([n:13]2)[n:14]([CH:17]2[CH2:18][CH2:19][O:20][CH2:21][CH2:22]2)[n:15][cH:16]3)[CH2:5][NH:6][CH2:7]1.[Cl:51][CH2:52][CH2:53][Cl:54].[ClH:1].[Na+:50]>>[CH3:2][CH:3]1[CH:4]([c:8]2[nH:9][c:10](=[O:23])[c:11]3[c:12]([n:13]2)[n:14]([CH:17]2[CH2:18][CH2:19][O:20][CH2:21][CH2:22]2)[n:15][cH:16]3)[CH2:5][N:6]([CH2:35][c:32]2[cH:31][n:30][c:29]([CH3:28])[n:34][cH:33]2)[CH2:7]1. The reactants are C(C)(=O)OCC(CCOC(C)=O)COC(C1=CC=CC=C1)(C1=CC=CC=C1)C1=CC=CC=C1 (2-Trityloxymethyl-1,4-butanediol diacetate). The solvent is C(C)(=O)O (acetic acid). Run at temperature 0 celsius. The product is C(C1=CC=CC=C1)(C1=CC=CC=C1)(C1=CC=CC=C1)O (tritylalcohol). The yield is 74.7%. As a reaction SMILES: C(OCC(C[O:14][C:15]([C:28]1[CH:33]=[CH:32][CH:31]=[CH:30][CH:29]=1)([C:22]1[CH:27]=[CH:26][CH:25]=[CH:24][CH:23]=1)[C:16]1[CH:21]=[CH:20][CH:19]=[CH:18][CH:17]=1)CCOC(=O)C)(=O)C>C(O)(=O)C>[C:15]([OH:14])([C:22]1[CH:23]=[CH:24][CH:25]=[CH:26][CH:27]=1)([C:28]1[CH:33]=[CH:32][CH:31]=[CH:30][CH:29]=1)[C:16]1[CH:17]=[CH:18][CH:19]=[CH:20][CH:21]=1. Procedure: 2-Trityloxymethyl-1,4-butanediol diacetate (60.90 g, 0.136 mol) was dissolved in acetic acid (320 ml) at 100° C. for 15 min, evaporated in vacuum to small volume and cooled to 0° C. The precipitate was filtered off and washed with cold ethyl acetate to give 26.44 g (theory 35.51 g) of tritylalcohol. The combined filtrate was evaporated to small volume. The compound was purified on a silica gel column (500 g SiO2); eluent 0-2700 ml ethyl acetate+n-hexane (1+1), 2700-3740 ml ethyl acetate+n-hexane...